From a dataset of the Open Reaction Database (ORD), a public repository of structured organic reaction records. describe an organic reaction: reactants, conditions, products, and yield Starting materials: [H-].[Na+] (Sodium hydride), NC1=CC=C(C(=O)OC)C=C1 (methyl 4-aminobenzoate), CS(=O)(=O)C1=NC=CC(=N1)C1=CC=NN1C1=CC=CC=C1 (2-(methylsulfonyl)-4-(1-phenyl-1H-pyrazol-5-yl)pyrimidine). The solvent is CN(C)C=O (DMF). Conditions: time 30 minute. The product is COC(C1=CC=C(C=C1)NC1=NC=CC(=N1)C1=CC=NN1C1=CC=CC=C1)=O (Methyl-4-{[4-(1-phenyl-1H-pyrazol-5-yl)pyrimidin-2-yl]amino}benzoate). RXN SMILES: [H-].[Na+].[NH2:3][C:4]1[CH:13]=[CH:12][C:7]([C:8]([O:10][CH3:11])=[O:9])=[CH:6][CH:5]=1.CS([C:18]1[N:23]=[C:22]([C:24]2[N:28]([C:29]3[CH:34]=[CH:33][CH:32]=[CH:31][CH:30]=3)[N:27]=[CH:26][CH:25]=2)[CH:21]=[CH:20][N:19]=1)(=O)=O>CN(C=O)C>[CH3:11][O:10][C:8](=[O:9])[C:7]1[CH:6]=[CH:5][C:4]([NH:3][C:18]2[N:23]=[C:22]([C:24]3[N:28]([C:29]4[CH:34]=[CH:33][CH:32]=[CH:31][CH:30]=4)[N:27]=[CH:26][CH:25]=3)[CH:21]=[CH:20][N:19]=2)=[CH:13][CH:12]=1 |f:0.1|. Reported procedure: Sodium hydride (22 mg, 0.93 mmol, 2.0 equiv) was added to a solution of methyl 4-aminobenzoate (140 mg, 0.93 mmol, 2.0 equiv) in DMF (5 mL) at 23° C. The resulting yellow solution was stirred for 15 minutes before 2-(methylsulfonyl)-4-(1-phenyl-1H-pyrazol-5-yl)pyrimidine (1-7, 140 mg, 0.47 mmol, 1 equiv) was added. The resulting red mixture was stirred for 30 minutes, then partitioned between brine (50 mL) and ethyl acetate (2×50 mL). The combined organic layers were dried over sodium sulfate an...